This data is from the Open Reaction Database (ORD), a public repository of structured organic reaction records. The task is: describe an organic reaction: reactants, conditions, products, and yield The reactants are NC1[C@@H]2N(C(=C(CS2)\C=C/C)C(=O)OC(C2=CC=CC=C2)C2=CC=CC=C2)C1=O (Benzhydryl 7-amino-3-[(Z)-1-propen-1-yl]-3-cephem-4-carboxylate), C1(=CC=CC=C1)OC (anisole). The solvent is FC(C(=O)O)(F)F (trifluoroacetic acid). Conditions: temperature 0 celsius, time 1 hour. The product is NC1[C@@H]2N(C(=C(CS2)\C=C/C)C(=O)O)C1=O (7-Amino-3-[(Z)-1-propen-1-yl]-3-cephem-4-carboxylic acid). As a reaction SMILES: [NH2:1][CH:2]1[C:28](=[O:29])[N:4]2[C:5]([C:12]([O:14]C(C3C=CC=CC=3)C3C=CC=CC=3)=[O:13])=[C:6](/[CH:9]=[CH:10]\[CH3:11])[CH2:7][S:8][C@H:3]12.C1(OC)C=CC=CC=1>FC(F)(F)C(O)=O>[NH2:1][CH:2]1[C:28](=[O:29])[N:4]2[C:5]([C:12]([OH:14])=[O:13])=[C:6](/[CH:9]=[CH:10]\[CH3:11])[CH2:7][S:8][C@H:3]12. Procedure details: 54.5 g (0.123 mol of benzhydryl 7-amino-3-[(Z)-1-propen-1-yl]-3-cephem-4-carboxylate (Example 10) are added to a stirred solution of 500 ml of trifluoroacetic acid (TFA) and 31 ml of anisole, which is cooled to 0° C. The mixture is stirred at room temperature for 1 hour and is then concentrated in vacuo at 30° C. and the oily residue is stirred with 600 ml of ether for 1 hour. The precipitate is filtered off with suction and washed with 300 to 400 ml of ether and the residue on the filter is dri... Starting materials: [Cr](=O)(=O)([O-])O[Cr](=O)(=O)[O-].[NH+]1=CC=CC=C1.[NH+]1=CC=CC=C1 (Pyridinium dichromate), FC=1C=C(COCCCCCCCCO)C=CC1F (8-(3,4-difluoro-benzyloxy)-octan-1-ol). The solvent is CN(C=O)C (N,N-dimethylform-amide). Run at time 16 hour. Yields the product FC=1C=C(COCCCCCCCC(=O)O)C=CC1F (8-(3,4-difluoro-benzyloxy)-octanoic acid). Isolated yield 60.8%. Reaction SMILES: [Cr](O[Cr]([O-])(=O)=O)([O-])(=O)=[O:2].[NH+]1C=CC=CC=1.[NH+]1C=CC=CC=1.[F:22][C:23]1[CH:24]=[C:25]([CH:37]=[CH:38][C:39]=1[F:40])[CH2:26][O:27][CH2:28][CH2:29][CH2:30][CH2:31][CH2:32][CH2:33][CH2:34][CH2:35][OH:36]>CN(C)C=O>[F:22][C:23]1[CH:24]=[C:25]([CH:37]=[CH:38][C:39]=1[F:40])[CH2:26][O:27][CH2:28][CH2:29][CH2:30][CH2:31][CH2:32][CH2:33][CH2:34][C:35]([OH:2])=[O:36] |f:0.1.2|. Procedure: Pyridinium dichromate (1.23 g, 3.27 mmol) was added at 0° C. to a solution of 8-(3,4-difluoro-benzyloxy)-octan-1-ol (254 mg, 0.93 mmol) in N,N-dimethylform-amide (2 mL). The reaction mixture was allowed to reach room temperature over 16 h, then partitioned between water and ethyl acetate. The organic layer was washed with brine, dried over sodium sulfate, filtered, and evaporated. Chromatography (SiO2, heptane-[ethyl acetate/formic acid 100:1] gradient) afforded 8-(3,4-difluoro-benzyloxy)-octano... Reactants: COc1cncc(N)c1, COC(=O)c1ccccc1S(=O)(=O)Cl, [Na+], O=C([O-])O, c1ccncc1. Yields the product COC(=O)c1ccccc1S(=O)(=O)Nc1cncc(OC)c1. Reaction SMILES: [CH3:1][O:2][c:3]1[cH:4][c:5]([NH2:9])[cH:6][n:7][cH:8]1.[Cl:10][S:11](=[O:12])(=[O:13])[c:14]1[c:15]([C:16](=[O:17])[O:18][CH3:19])[cH:20][cH:21][cH:22][cH:23]1.[Na+:34].[O-:30][C:31]([OH:32])=[O:33].[cH:24]1[cH:25][cH:26][n:27][cH:28][cH:29]1>>[CH3:1][O:2][c:3]1[cH:4][c:5]([NH:9][S:11](=[O:12])(=[O:13])[c:14]2[c:15]([C:16](=[O:17])[O:18][CH3:19])[cH:20][cH:21][cH:22][cH:23]2)[cH:6][n:7][cH:8]1. The reactants are Tris(dibenzylidine acetone)dipalladium CHCl3, C1(=CC=CC=C1)C (toluene), C([O-])([O-])=O.[K+].[K+] (potassium carbonate), FC1=C(OC2=NC=C3C(=N2)N(N=C3I)COCC[Si](C)(C)C)C=CC(=C1)F (6-(2,4-Difluoro-phenoxy)-3-iodo-1-(2-trimethylsilanyl-ethoxymethyl)-1H-pyrazolo[3,4-d]pyrimidine), C1(=CC=CC=C1)C (toluene). Conditions: temperature 65 celsius, time 16 hour. Yields the product FC1=C(OC2=NC=C3C(=N2)N(N=C3C=CC3=CC=CC=C3)COCC[Si](C)(C)C)C=CC(=C1)F (6-(2,4-Difluoro-phenoxy)-3-styryl-1-(2-trimethylsilanyl-ethoxymethyl)-1H-pyrazolo[3,4-d]pyrimidine). Reaction SMILES: [C:1](=O)([O-])[O-].[K+].[K+].[F:7][C:8]1[CH:32]=[C:31]([F:33])[CH:30]=[CH:29][C:9]=1[O:10][C:11]1[N:16]=[C:15]2[N:17]([CH2:21][O:22][CH2:23][CH2:24][Si:25]([CH3:28])([CH3:27])[CH3:26])[N:18]=[C:19](I)[C:14]2=[CH:13][N:12]=1.[C:34]1([CH3:40])[CH:39]=[CH:38][CH:37]=[CH:36][CH:35]=1>>[F:7][C:8]1[CH:32]=[C:31]([F:33])[CH:30]=[CH:29][C:9]=1[O:10][C:11]1[N:16]=[C:15]2[N:17]([CH2:21][O:22][CH2:23][CH2:24][Si:25]([CH3:28])([CH3:27])[CH3:26])[N:18]=[C:19]([CH:1]=[CH:40][C:34]3[CH:39]=[CH:38][CH:37]=[CH:36][CH:35]=3)[C:14]2=[CH:13][N:12]=1 |f:0.1.2|. Procedure: Tris(dibenzylidine acetone)dipalladium CHCl3 (5.0 mg, 0.004 mmol), and potassium carbonate (26 mg, 0.19 mmol) were suspended in 1 mL of toluene under argon. A solution of 6-(2,4-Difluoro-phenoxy)-3-iodo-1-(2-trimethylsilanyl-ethoxymethyl)-1H-pyrazolo[3,4-d]pyrimidine (48 mg, 0.09 mmol) in 2 mL toluene was added, and the reaction mixture was stirred at 65° C. for 16 hours, then stirred at 110° C. for four hours. The reaction mixture was cooled, filtered through Celite, and the filtrate was concen...